Dataset: the Open Reaction Database (ORD), a public repository of structured organic reaction records. Task: describe an organic reaction: reactants, conditions, products, and yield The reactants are C1CCC2=NCCCN2CC1 (DBU), ClC1=C(C(=O)C2=C(SC(=C2)CC)NC(CC(=O)OCC)=O)C=CC=C1 (3-(2-chlorobenzoyl)-2-ethoxycarbonylacetylamino-5-ethylthiophene). The solvent is C1(=CC=CC=C1)C (toluene), C1(=CC=CC=C1)C (toluene). Yields the product ClC1=C(C=CC=C1)C=1C2=C(NC(C1C(=O)OCC)=O)SC(=C2)CC (ethyl 4-(2-chlorophenyl)-6,7-dihydro-2-ethyl-6-oxothieno[2,3-b]pyridine-5-carboxylate). Isolated yield 33.1%. As a reaction SMILES: C1CCN2C(=NCCC2)CC1.[Cl:12][C:13]1[CH:36]=[CH:35][CH:34]=[CH:33][C:14]=1[C:15]([C:17]1[CH:21]=[C:20]([CH2:22][CH3:23])[S:19][C:18]=1[NH:24][C:25](=[O:32])[CH2:26][C:27]([O:29][CH2:30][CH3:31])=[O:28])=O>C1(C)C=CC=CC=1>[Cl:12][C:13]1[CH:36]=[CH:35][CH:34]=[CH:33][C:14]=1[C:15]1[C:17]2[CH:21]=[C:20]([CH2:22][CH3:23])[S:19][C:18]=2[NH:24][C:25](=[O:32])[C:26]=1[C:27]([O:29][CH2:30][CH3:31])=[O:28]. Reported procedure: To a solution of DBU (5.2 g) in toluene (50 ml) was added dropwise a solution of 3-(2-chlorobenzoyl)-2-ethoxycarbonylacetylamino-5-ethylthiophene (6.5 g) in toluene (30 ml) over one hour with stirring under reflux. After refluxing for 7 hours, the mixture was washed with water and dried over MgSO4, and then the solvent was distilled off. The residue was chromatographed on a silica gel column and eluted with hexane-acetone (5:1). The solvent was distilled off and hexane was added to obtain ethyl ... Starting materials: BrB(Br)Br, CNC, CCOC(C)=O, ClCCl, O, COc1cc(C)cc(-c2nn(CC#N)cc2-c2ccnc(N3CCC(O)C3)n2)c1. The product is Cc1cc(O)cc(-c2nn(CC#N)cc2-c2ccnc(N3CCC(O)C3)n2)c1. Reaction SMILES: [B:33]([Br:34])([Br:35])[Br:36].[CH3:37][NH:38][CH3:39].[CH3:40][CH2:41][O:42][C:43](=[O:44])[CH3:45].[Cl:1][CH2:2][Cl:3].[OH2:46].[OH:4][CH:5]1[CH2:6][N:7]([c:10]2[n:11][cH:12][cH:13][c:14](-[c:16]3[c:17](-[c:24]4[cH:25][c:26]([O:31][CH3:32])[cH:27][c:28]([CH3:30])[cH:29]4)[n:18][n:19]([CH2:21][C:22]#[N:23])[cH:20]3)[n:15]2)[CH2:8][CH2:9]1>>[OH:4][CH:5]1[CH2:6][N:7]([c:10]2[n:11][cH:12][cH:13][c:14](-[c:16]3[c:17](-[c:24]4[cH:25][c:26]([OH:31])[cH:27][c:28]([CH3:30])[cH:29]4)[n:18][n:19]([CH2:21][C:22]#[N:23])[cH:20]3)[n:15]2)[CH2:8][CH2:9]1. Reactants: 2R, 2S, [Si](C1=CC=CC=C1)(C1=CC=CC=C1)(C(C)(C)C)OCCCC1=CC=C(OC(C(COC2=CC=C(C=C2)C(=O)OC(C)(C)C)O)(C)C)C=C1 (3-[4-[3-(tert-butyldiphenysilyloxy)propyl]phenoxy]-1-[4-(tert-butoxycarbonyl)phenoxy]-3-methyl-2-butanol), CC(=O)OI1(C2=CC=CC=C2C(=O)O1)(OC(=O)C)OC(=O)C (1,1,1-triacetoxy-1,1-dihydro-1,2-benziodoxol-3(1H)-one). Solvent: ClCCl (dichloromethane), C(C)(=O)OCC (ethyl acetate). Conditions: temperature 22 celsius, time 3 hour. Product: [Si](C1=CC=CC=C1)(C1=CC=CC=C1)(C(C)(C)C)OCCCC1=CC=C(OC(C(COC2=CC=C(C=C2)C(=O)OC(C)(C)C)=O)(C)C)C=C1 (3-[4-[3-(tert-Butyldiphenyisilyloxy)propyl]phenoxy]-1-[4-(tert-butoxycarbonyl)phenoxy]-3-methyl-2-butanone). The yield is 98.9%. As a reaction SMILES: [Si:1]([O:18][CH2:19][CH2:20][CH2:21][C:22]1[CH:48]=[CH:47][C:25]([O:26][C:27]([CH3:46])([CH3:45])[CH:28]([OH:44])[CH2:29][O:30][C:31]2[CH:36]=[CH:35][C:34]([C:37]([O:39][C:40]([CH3:43])([CH3:42])[CH3:41])=[O:38])=[CH:33][CH:32]=2)=[CH:24][CH:23]=1)([C:14]([CH3:17])([CH3:16])[CH3:15])([C:8]1[CH:13]=[CH:12][CH:11]=[CH:10][CH:9]=1)[C:2]1[CH:7]=[CH:6][CH:5]=[CH:4][CH:3]=1.CC(OI1(OC(C)=O)(OC(C)=O)OC(=O)C2C1=CC=CC=2)=O>ClCCl.C(OCC)(=O)C>[Si:1]([O:18][CH2:19][CH2:20][CH2:21][C:22]1[CH:23]=[CH:24][C:25]([O:26][C:27]([CH3:46])([CH3:45])[C:28](=[O:44])[CH2:29][O:30][C:31]2[CH:36]=[CH:35][C:34]([C:37]([O:39][C:40]([CH3:43])([CH3:42])[CH3:41])=[O:38])=[CH:33][CH:32]=2)=[CH:47][CH:48]=1)([C:14]([CH3:17])([CH3:15])[CH3:16])([C:2]1[CH:7]=[CH:6][CH:5]=[CH:4][CH:3]=1)[C:8]1[CH:13]=[CH:12][CH:11]=[CH:10][CH:9]=1. Reported procedure: A solution of (2R and 2S)-3-[4-[3-(tert-butyldiphenysilyloxy)propyl]phenoxy]-1-[4-(tert-butoxycarbonyl)phenoxy]-3-methyl-2-butanol (0.60 g, 0.89 mmol) in dry dichloromethane (30 ml) was treated with 1,1,1-triacetoxy-1,1-dihydro-1,2-benziodoxol-3(1H)-one (Dess-Martin periodinane) (1.50 g, 3.57 mmol) and the resulting mixture was stirred at 22° C. for 3 hours. The reaction mixture was diluted with ethyl acetate, washed with 5% sodium thiosulfate, saturated sodium bicarbonate and brine. After dryin... Reagents/catalysts: [Pd] (palladium on carbon). Procedure details: By using 3.32 g of t-butyl N-[5-(4-benzyloxyphenoxy)-2-nitrophenyl]-N-methylcarbamate, 0.39 g of 10% palladium on carbon, 100 ml of methanol and 100 ml of 1,4-dioxane, reaction and purification were carried out in a similar manner to that described in Reference Example 7, whereby 2.40 g of the title compound were obtained. Yield: 98.6%. Starting materials: C(C1=CC=CC=C1)OC1=CC=C(OC=2C=CC(=C(C2)N(C(OC(C)(C)C)=O)C)[N+](=O)[O-])C=C1 (t-butyl N-[5-(4-benzyloxyphenoxy)-2-nitrophenyl]-N-methylcarbamate), CO (methanol). Solvent: O1CCOCC1 (1,4-dioxane). Yields the product NC1=C(C=C(C=C1)OC1=CC=C(C=C1)O)N(C(OC(C)(C)C)=O)C (t-Butyl N-[2-amino-5-(4-hydroxyphenoxy)phenyl]-N-methylcarbamate). RXN SMILES: C([O:8][C:9]1[CH:33]=[CH:32][C:12]([O:13][C:14]2[CH:15]=[CH:16][C:17]([N+:29]([O-])=O)=[C:18]([N:20]([CH3:28])[C:21](=[O:27])[O:22][C:23]([CH3:26])([CH3:25])[CH3:24])[CH:19]=2)=[CH:11][CH:10]=1)C1C=CC=CC=1.CO>[Pd].O1CCOCC1>[NH2:29][C:17]1[CH:16]=[CH:15][C:14]([O:13][C:12]2[CH:11]=[CH:10][C:9]([OH:8])=[CH:33][CH:32]=2)=[CH:19][C:18]=1[N:20]([CH3:28])[C:21](=[O:27])[O:22][C:23]([CH3:24])([CH3:25])[CH3:26]. The reactants are OC=1C=C(C(=CC1C(=O)O)C(=O)O)C(=O)O (4-Hydroxy-benzene-1,2,5-tricarboxylic acid), C(C)(=O)OC(C)=O (acetic anhydride). Yields the product C(C)(=O)OC=1C(=CC2=C(C(OC2=O)=O)C1)C(=O)O (6-(acetyloxy)-1,3-dioxo-1,3-dihydro-2-benzofuran-5-carboxylic acid). Yield: 38.0%. Reaction SMILES: [OH:1][C:2]1[CH:3]=[C:4]([C:14]([OH:16])=[O:15])[C:5]([C:11]([OH:13])=O)=[CH:6][C:7]=1[C:8]([OH:10])=[O:9].[C:17](OC(=O)C)(=[O:19])[CH3:18]>>[C:17]([O:1][C:2]1[C:7]([C:8]([OH:10])=[O:9])=[CH:6][C:5]2[C:11](=[O:13])[O:16][C:14](=[O:15])[C:4]=2[CH:3]=1)(=[O:19])[CH3:18]. Reported procedure: 4-Hydroxy-benzene-1,2,5-tricarboxylic acid (4.1 g, 18.1 mmol), prepared according to J. Am. Chem. Soc. (1949) 71, 11, was treated with acetic anhydride (50 mL) and heated at reflux for 5 hours. The mixture was allowed to cool to room temperature and then concentrated under reduced pressure. The orange-pink residue was washed with diethyl ether (3×30 mL) and dried under reduced pressure at room temperature overnight to provide the title compound (1.71 g, 38%). The reactants are [N+](=O)(O)[O-] (nitric acid), C1(=CC=CC=C1)[C@H](C[C@@H]1N=C(OC1)N)CC ((S)-4-((S)-2-phenyl-butyl)-4,5-dihydro-oxazol-2-ylamine), [OH-].[Na+] (sodium hydroxide). Run in C(C)(=O)OCC.C1CCOC1 (ethyl acetate THF). Conditions: temperature 60 celsius. Yields the product [N+](=O)([O-])C1=CC=C(C=C1)[C@H](C[C@@H]1N=C(OC1)N)CC ((S)-4-[(S)-2-(4-nitro-phenyl)-butyl]-4,5-dihydro-oxazol-2-ylamine). As a reaction SMILES: [N+:1]([O-:4])(O)=[O:2].[C:5]1([C@@H:11]([CH2:19][CH3:20])[CH2:12][C@H:13]2[CH2:17][O:16][C:15]([NH2:18])=[N:14]2)[CH:10]=[CH:9][CH:8]=[CH:7][CH:6]=1.[OH-].[Na+]>C(OCC)(=O)C.C1COCC1>[N+:1]([C:8]1[CH:7]=[CH:6][C:5]([C@@H:11]([CH2:19][CH3:20])[CH2:12][C@H:13]2[CH2:17][O:16][C:15]([NH2:18])=[N:14]2)=[CH:10][CH:9]=1)([O-:4])=[O:2] |f:2.3,4.5|. Procedure: To stirred nitric acid (9.5 ml, 65% conc.) at room temperature was added (S)-4-((S)-2-phenyl-butyl)-4,5-dihydro-oxazol-2-ylamine (1.5 g, CAS 1043495-96-0) and the mixture was then heated at 60° C. for 3 hours. The mixture was then cooled in an ice-bath before being made basic by careful addition of 30% aq. sodium hydroxide solution. The resulting mixture was diluted with ethyl acetate/THF (1:1) and the phases were separated. The organic phase was washed with saturated brine, dried over sodium su... The reactants are [Al+3], C1CCOC1, [H-], [H-], [H-], [H-], [Li+], O=NN1c2ccccc2OCC1CN1CCOCC1. Product: NN1c2ccccc2OCC1CN1CCOCC1. Reaction SMILES: [Al+3:2].[CH2:26]1[O:27][CH2:28][CH2:29][CH2:30]1.[H-:1].[H-:4].[H-:5].[H-:6].[Li+:3].[O:7]1[CH2:8][CH2:9][N:10]([CH2:13][CH:14]2[CH2:15][O:16][c:17]3[c:18]([cH:22][cH:23][cH:24][cH:25]3)[N:19]2[N:20]=[O:21])[CH2:11][CH2:12]1>>[O:7]1[CH2:8][CH2:9][N:10]([CH2:13][CH:14]2[CH2:15][O:16][c:17]3[c:18]([cH:22][cH:23][cH:24][cH:25]3)[N:19]2[NH2:20])[CH2:11][CH2:12]1. Reactants: C(=O)(O)[O-].[Na+] (NaHCO3), OC1=C(C=CC=C1)C1=C(C=NC(=C1)C)N(C(C1=CC(=CC(=C1)C(F)(F)F)S(=O)(=O)C)=O)C (N-(4-(2-hydroxyphenyl)-6-methylpyridin-3-yl)-N-methyl-3-(methylsulfonyl)-5-(trifluoromethyl)benzamide), C(=O)([O-])[O-].[K+].[K+] (K2CO3), IC1COC1 (3-iodooxetane). Run in CCOC(=O)C (EtOAc), CN(C)C=O (DMF). Run at time 2 hour. The product is CS(=O)(=O)C=1C=C(C(=O)N(C=2C=NC(=CC2C2=C(C=CC=C2)OC2COC2)C)C)C=C(C1)C(F)(F)F (3-Methanesulfonyl-N-methyl-N-{6-methyl-4-[2-(oxetan-3-yloxy)-phenyl]-pyridin-3-yl}-5-trifluoromethyl-benzamide). Reaction SMILES: [OH:1][C:2]1[CH:7]=[CH:6][CH:5]=[CH:4][C:3]=1[C:8]1[CH:13]=[C:12]([CH3:14])[N:11]=[CH:10][C:9]=1[N:15]([CH3:32])[C:16](=[O:31])[C:17]1[CH:22]=[C:21]([C:23]([F:26])([F:25])[F:24])[CH:20]=[C:19]([S:27]([CH3:30])(=[O:29])=[O:28])[CH:18]=1.C([O-])([O-])=O.[K+].[K+].I[CH:40]1[CH2:43][O:42][CH2:41]1.C([O-])(O)=O.[Na+]>CN(C=O)C.CCOC(C)=O>[CH3:30][S:27]([C:19]1[CH:18]=[C:17]([CH:22]=[C:21]([C:23]([F:25])([F:26])[F:24])[CH:20]=1)[C:16]([N:15]([CH3:32])[C:9]1[CH:10]=[N:11][C:12]([CH3:14])=[CH:13][C:8]=1[C:3]1[CH:4]=[CH:5][CH:6]=[CH:7][C:2]=1[O:1][CH:40]1[CH2:43][O:42][CH2:41]1)=[O:31])(=[O:29])=[O:28] |f:1.2.3,5.6|. Procedure details: To a solution of N-(4-(2-hydroxyphenyl)-6-methylpyridin-3-yl)-N-methyl-3-(methylsulfonyl)-5-(trifluoromethyl)benzamide (100 mg, 215 μmol) in DMF (2 mL) was added K2CO3 (59.5 mg, 431 μmol) and 3-iodooxetane (43.6 mg, 237 μmol). The reaction mixture was stirred for 2 hours at room temperature followed by stirring for 18 hours at 80° C. The reaction mixture was poured on 30 mL 10% aqueous NaHCO3 solution and 30 mL EtOAc and the layers were separated. The aqueous layer was extracted a second time wi... As a reaction SMILES: [C:1](=[O:2])([CH3:3])[O:4][CH2:5][CH2:6][O:7][c:8]1[cH:9][cH:10][c:11](-[c:14]2[c:15]([C:40]#[N:41])[c:16]([S:26][CH2:27][c:28]3[n:29][c:30](-[c:33]4[cH:34][cH:35][c:36]([Cl:39])[cH:37][cH:38]4)[s:31][cH:32]3)[n:17][c:18]3[n:19][c:20]([CH3:25])[nH:21][c:22](=[O:24])[c:23]23)[cH:12][cH:13]1.[Li+:48].[O:42]1[CH2:43][CH2:44][O:45][CH2:46][CH2:47]1.[OH-:49].[OH2:50]>>[OH:4][CH2:5][CH2:6][O:7][c:8]1[cH:9][cH:10][c:11](-[c:14]2[c:15]([C:40]#[N:41])[c:16]([S:26][CH2:27][c:28]3[n:29][c:30](-[c:33]4[cH:34][cH:35][c:36]([Cl:39])[cH:37][cH:38]4)[s:31][cH:32]3)[n:17][c:18]3[n:19][c:20]([CH3:25])[nH:21][c:22](=[O:24])[c:23]23)[cH:12][cH:13]1. Product: Cc1nc2nc(SCc3csc(-c4ccc(Cl)cc4)n3)c(C#N)c(-c3ccc(OCCO)cc3)c2c(=O)[nH]1. Reactants: CC(=O)OCCOc1ccc(-c2c(C#N)c(SCc3csc(-c4ccc(Cl)cc4)n3)nc3nc(C)[nH]c(=O)c23)cc1, [Li+], C1COCCO1, [OH-], O.